This data is from the Open Reaction Database (ORD), a public repository of structured organic reaction records. The task is: describe an organic reaction: reactants, conditions, products, and yield Reactants: ClC1=CC(=NC2=CC=CC=C12)C (4-Chloroquinaldine), CNCCNC (N,N′-dimethylethylenediamine), COCC(C)O (1-methoxy-2-propanol). Run at temperature 110 celsius, time 8 hour. Yields the product CN(CCNC)C1=CC(=NC2=CC=CC=C12)C (N,N′-Dimethyl-N-(2-methyl-4-quinolyl)ethane-1,2-diamine). As a reaction SMILES: Cl[C:2]1[C:11]2[C:6](=[CH:7][CH:8]=[CH:9][CH:10]=2)[N:5]=[C:4]([CH3:12])[CH:3]=1.[CH3:13][NH:14][CH2:15][CH2:16][NH:17][CH3:18].COCC(O)C>>[CH3:13][N:14]([C:2]1[C:11]2[C:6](=[CH:7][CH:8]=[CH:9][CH:10]=2)[N:5]=[C:4]([CH3:12])[CH:3]=1)[CH2:15][CH2:16][NH:17][CH3:18]. Procedure: 4-Chloroquinaldine (1.5 g, 5 mmol) was mixed with N,N′-dimethylethylenediamine (2.45 ml, 25 mmol) and 1-methoxy-2-propanol (8 ml) and stirred at 110° C. overnight. The mixture was purified by column chromatography (pre-packed silica column, gradient of heptane/ethyl acetate each containing 1% triethylamine). 0.4 g were obtained (1.75 mmol; 35%). MS (APCI) m/z=230.0 [M+H]+. Starting materials: O=C([O-])O, CO, CC(=O)C(C)(C)C, Cl, [Na+], [Na+], N#C[Na], [OH-]. Yields the product CC(C)(C)C(=O)CC#N. Reaction SMILES: [C:11](=[O:12])([O-:13])[OH:14].[CH3:19][OH:20].[CH3:1][C:2]([C:3]([CH3:4])([CH3:5])[CH3:6])=[O:7].[Cl:8].[Na+:10].[Na+:15].[Na:16][C:17]#[N:18].[OH-:9]>>[CH2:1]([C:2]([C:3]([CH3:4])([CH3:5])[CH3:6])=[O:7])[C:17]#[N:18].